This data is from the Open Reaction Database (ORD), a public repository of structured organic reaction records. The task is: describe an organic reaction: reactants, conditions, products, and yield Starting materials: BrC=1C(=CC(=NC1)C(=O)O)C(=O)O (5-bromo-pyridine-2,4-dicarboxylic acid), N (ammonia). The reagents and catalysts are S(=O)(=O)([O-])[O-].[Cu+2] (copper sulfate). Reaction conditions: temperature 160 celsius, time 20 hour. Product: NC=1C(=CC(=NC1)C(=O)O)C(=O)O (5-amino-pyridine-2,4-dicarboxylic acid). RXN SMILES: Br[C:2]1[C:3]([C:11]([OH:13])=[O:12])=[CH:4][C:5]([C:8]([OH:10])=[O:9])=[N:6][CH:7]=1.[NH3:14]>S([O-])([O-])(=O)=O.[Cu+2]>[NH2:14][C:2]1[C:3]([C:11]([OH:13])=[O:12])=[CH:4][C:5]([C:8]([OH:10])=[O:9])=[N:6][CH:7]=1 |f:2.3|. Reported procedure: A mixture of 500 mg of 5-bromo-pyridine-2,4-dicarboxylic acid from Example 2, 100 mg of copper sulfate and 20 ml of ammonia solution (d=0.91) is heated at 160° C. in an autoclave for 4 hours. The solution is evaporated to dryness, the solid is heated with a little methanol and the insoluble material is removed from the solution. After 20 hours, a white solid precipitates out at 0° C. and is filtered off and dried.